Dataset: the Open Reaction Database (ORD), a public repository of structured organic reaction records. Task: describe an organic reaction: reactants, conditions, products, and yield Starting materials: CN(C)C=O, Fc1ccc2cc[nH]c2c1, [H-], [Na+], Cc1ccc(S(=O)(=O)OCC2CCN(C(=O)OCc3ccccc3)CC2)cc1. Yields the product O=C(OCc1ccccc1)N1CCC(Cn2ccc3ccc(F)cc32)CC1. Reaction SMILES: [CH3:41][N:42]([CH3:43])[CH:44]=[O:45].[F:1][c:2]1[cH:3][cH:4][c:5]2[cH:6][cH:7][nH:8][c:9]2[cH:10]1.[H-:11].[Na+:12].[S:13]([O:14][CH2:24][CH:25]1[CH2:26][CH2:27][N:28]([C:31](=[O:32])[O:33][CH2:34][c:35]2[cH:36][cH:37][cH:38][cH:39][cH:40]2)[CH2:29][CH2:30]1)([c:15]1[cH:16][cH:17][c:18]([CH3:19])[cH:20][cH:21]1)(=[O:22])=[O:23]>>[F:1][c:2]1[cH:3][cH:4][c:5]2[cH:6][cH:7][n:8]([CH2:24][CH:25]3[CH2:26][CH2:27][N:28]([C:31](=[O:32])[O:33][CH2:34][c:35]4[cH:36][cH:37][cH:38][cH:39][cH:40]4)[CH2:29][CH2:30]3)[c:9]2[cH:10]1. The product is CC(c1ccc(-c2ccn(C)c(=O)c2)cc1)N1CCC(CC(C)(C)O)(c2ccccc2F)OC1=O. The reactants are CC(c1ccc(B2OC(C)(C)C(C)(C)O2)cc1)N1CCC(CC(C)(C)O)(c2ccccc2F)OC1=O, Cn1ccc(I)cc1=O. As a reaction SMILES: [F:1][c:2]1[c:3]([C:8]2([CH2:32][C:33]([CH3:34])([CH3:35])[OH:36])[CH2:9][CH2:10][N:11]([CH:15]([CH3:16])[c:17]3[cH:18][cH:19][c:20]([B:23]4[O:24][C:25]([CH3:26])([CH3:27])[C:28]([CH3:29])([CH3:30])[O:31]4)[cH:21][cH:22]3)[C:12](=[O:14])[O:13]2)[cH:4][cH:5][cH:6][cH:7]1.[I:37][c:38]1[cH:39][c:40](=[O:45])[n:41]([CH3:44])[cH:42][cH:43]1>>[F:1][c:2]1[c:3]([C:8]2([CH2:32][C:33]([CH3:34])([CH3:35])[OH:36])[CH2:9][CH2:10][N:11]([CH:15]([CH3:16])[c:17]3[cH:18][cH:19][c:20](-[c:38]4[cH:39][c:40](=[O:45])[n:41]([CH3:44])[cH:42][cH:43]4)[cH:21][cH:22]3)[C:12](=[O:14])[O:13]2)[cH:4][cH:5][cH:6][cH:7]1. Starting materials: C(C)(C)(C)OC(NC=1C=C2C=CNC2=CC1)=O ((1H-indol-5-yl)carbamic acid tert-butyl ester), FC=1C=C(C=CC1F)[N+](=O)[O-] (3,4-difluoronitrobenzene). Yields the product C(C)(C)(C)OC(NC=1C=C2C=CN(C2=CC1)C1=C(C=C(C=C1)[N+](=O)[O-])F)=O ([1-(2-fluoro-4-nitrophenyl)-1H-indol-5-yl]carbamic acid tert-butyl ester). RXN SMILES: [C:1]([O:5][C:6](=[O:17])[NH:7][C:8]1[CH:9]=[C:10]2[C:14](=[CH:15][CH:16]=1)[NH:13][CH:12]=[CH:11]2)([CH3:4])([CH3:3])[CH3:2].[F:18][C:19]1[CH:20]=[C:21]([N+:26]([O-:28])=[O:27])[CH:22]=[CH:23][C:24]=1F>>[C:1]([O:5][C:6](=[O:17])[NH:7][C:8]1[CH:9]=[C:10]2[C:14](=[CH:15][CH:16]=1)[N:13]([C:24]1[CH:23]=[CH:22][C:21]([N+:26]([O-:28])=[O:27])=[CH:20][C:19]=1[F:18])[CH:12]=[CH:11]2)([CH3:4])([CH3:2])[CH3:3]. Reported procedure: The title compound can be synthesized from (1H-indol-5-yl)carbamic acid tert-butyl ester and 3,4-difluoronitrobenzene in the same manner as in Step A of Example 1.